This data is from the Open Reaction Database (ORD), a public repository of structured organic reaction records. The task is: describe an organic reaction: reactants, conditions, products, and yield Reactants: O=C1CCC(=O)N1Br, CC(=O)O, ClCCl, Fc1ccc(F)c(CC2CCNc3ncccc32)c1. Yields the product Fc1ccc(F)c(CC2CCNc3ncc(Br)cc32)c1. As a reaction SMILES: [Br:20][N:21]1[C:22](=[O:23])[CH2:24][CH2:25][C:26]1=[O:27].[CH3:31][C:32](=[O:33])[OH:34].[Cl:28][CH2:29][Cl:30].[F:1][c:2]1[c:3]([CH2:4][CH:5]2[CH2:6][CH2:7][NH:8][c:9]3[n:10][cH:11][cH:12][cH:13][c:14]32)[cH:15][c:16]([F:19])[cH:17][cH:18]1>>[F:1][c:2]1[c:3]([CH2:4][CH:5]2[CH2:6][CH2:7][NH:8][c:9]3[n:10][cH:11][c:12]([Br:20])[cH:13][c:14]32)[cH:15][c:16]([F:19])[cH:17][cH:18]1.